This data is from the Open Reaction Database (ORD), a public repository of structured organic reaction records. The task is: describe an organic reaction: reactants, conditions, products, and yield Starting materials: [OH-].[Na+] (NaOH), Cl.O (HCl H2O), COC1=CC=C(C=O)C=C1 (p-Methoxybenzaldehyde), [N+](=O)([O-])C (nitromethane). Solvent: CO (methanol), ice water, ice water, CO (methanol). Product: COC1=CC=C(C=C[N+](=O)[O-])C=C1 (4-Methoxy-β-nitrostyrene). Reaction SMILES: [CH3:1][O:2][C:3]1[CH:10]=[CH:9][C:6]([CH:7]=O)=[CH:5][CH:4]=1.[N+:11]([CH3:14])([O-:13])=[O:12].[OH-].[Na+].Cl.O>CO>[CH3:1][O:2][C:3]1[CH:10]=[CH:9][C:6]([CH:7]=[CH:14][N+:11]([O-:13])=[O:12])=[CH:5][CH:4]=1 |f:2.3,4.5|. Procedure details: p-Methoxybenzaldehyde (11.19 g, 82.2 mmol) and nitromethane (5.0 g, 82.2 mmol) were dissolved in methanol (20 mL) in a two-necked flask equipped with a thermometer and a pressure-equalizing dropping funnel. NaOH (4.27 g, 0.107 mol) in ice/water (10 mL) was added dropwise to the solution keeping the temperature below 15° C. A fine slurry formed during addition and additional methanol was added to allow efficient stirring. After the addition the reaction mixture was diluted with ice/water and the ... The reactants are BrC(C(=O)OC)(C)C (methyl 2-bromoisobutyrate), S(O)(O)(=O)=O (sulphuric acid), II (iodine), COC1=CC=C(C=C1)CC(=O)OC (methyl p-methoxy-phenylacetate). Reagents/catalysts: [Zn] (zinc). The solvent is O1CCCC1 (tetrahydrofurane), O1CCCC1 (tetrahydrofurane). Reaction conditions: time 5 hour. Product: CC(C(=O)OC)(C(=O)CC1=CC=C(C=C1)OC)C (Methyl 2,2-dimethyl-4-(p-methoxyphenyl)-acetoacetate). The yield is 60.0%. Reaction SMILES: II.Br[C:4]([CH3:10])([CH3:9])[C:5]([O:7][CH3:8])=[O:6].[CH3:11][O:12][C:13]1[CH:18]=[CH:17][C:16]([CH2:19][C:20](OC)=[O:21])=[CH:15][CH:14]=1.S(=O)(=O)(O)O>O1CCCC1.[Zn]>[CH3:9][C:4]([CH3:10])([C:20]([CH2:19][C:16]1[CH:17]=[CH:18][C:13]([O:12][CH3:11])=[CH:14][CH:15]=1)=[O:21])[C:5]([O:7][CH3:8])=[O:6]. Procedure: To a gently refluxing suspension of 227 g of granulated zinc, activated by the addition of 1 g of iodine, in 500 ml of dry tetrahydrofurane there is dropped with mechanical stirring and under exclusion of moisture, a solution of 700 g of methyl 2-bromoisobutyrate and 540 g of methyl p-methoxy-phenylacetate in 500 ml of tetrahydrofurane. As soon as the reaction has started, apparent from the formation of a turbidity and stronger reflux, the addition is continued at such a rate as to maintain gent... The reactants are CC(C)(C)OC(=O)N[C@@H]1CCC[C@@H](C1)C(=O)N, CC1(CCN2C(=C(C=N2)C3=CC(=NC=C3F)Cl)C1)C. Reagents/catalysts: C(=O)([O-])[O-].[Cs+].[Cs+], CC1(C2=C(C(=CC=C2)P(C3=CC=CC=C3)C4=CC=CC=C4)OC5=C1C=CC=C5P(C6=CC=CC=C6)C7=CC=CC=C7)C, C1=CC=C(C=C1)P(C2=CC=CC=C2)C3=CC=CC=C3.C1=CC=C(C=C1)P(C2=CC=CC=C2)C3=CC=CC=C3.C1=CC=C(C=C1)P(C2=CC=CC=C2)C3=CC=CC=C3.C1=CC=C(C=C1)P(C2=CC=CC=C2)C3=CC=CC=C3.[Pd]. Run in C1COCCO1. Conditions: temperature 120 celsius. Product: CC1(CCN2C(=C(C=N2)C3=CC(=NC=C3F)NC(=O)[C@H]4CCC[C@H](C4)NC(=O)OC(C)(C)C)C1)C. Isolated yield 52.8%. Procedure: Tetrakis(triphenylphosphine)palladium(0) (0.496 g, 0.43 mmol) was added to 3-(2-chloro-5-fluoropyridin-4-yl)-5,5-dimethyl-4,5,6,7-tetrahydropyrazolo[1,5-a]pyridine (1.2g, 4.29 mmol), tert-butyl ((1R,3S)-3-carbamoylcyclohexyl)carbamate (1.039 g, 4.29 mmol) and 9,9-dimethyl-4,5-bis(diphenylphosphino)xanthene (0.496 g, 0.86 mmol) and Cesium carbonate (4.19 g, 12.87 mmol) in 1,4-dioxane (10 mL)Degassed for 5 mins under nitrogen and the resulting suspension was stirred at 120 °C for 17 hours in the m... Reactants: Cl.N[C@@H]1C(N(CC1)CC=1C=C(C#N)C=CC1)=O (3-(3-(S)-amino-2-oxopyrrolidin-1-ylmethyl)benzonitrile hydrochloride), COC=1C=C2C=CC(=CC2=CC1)S(=O)(=O)Cl (6-methoxynaphthalene-2-sulfonyl chloride). Yields the product C(#N)C=1C=C(CN2C([C@H](CC2)NS(=O)(=O)C2=CC=3CCCCC3C=C2)=O)C=CC1 (5,6,7,8-Tetrahydronaphthalene-2-sulfonic acid [1-(3-cyanobenzyl)-2-oxopyrrolidin-3-(S)-yl]amide). As a reaction SMILES: Cl.[NH2:2][C@H:3]1[CH2:7][CH2:6][N:5]([CH2:8][C:9]2[CH:10]=[C:11]([CH:14]=[CH:15][CH:16]=2)[C:12]#[N:13])[C:4]1=[O:17].CO[C:20]1[CH:21]=[C:22]2[C:27](=[CH:28][CH:29]=1)[CH:26]=[C:25]([S:30](Cl)(=[O:32])=[O:31])[CH:24]=[CH:23]2>>[C:12]([C:11]1[CH:10]=[C:9]([CH:16]=[CH:15][CH:14]=1)[CH2:8][N:5]1[CH2:6][CH2:7][C@H:3]([NH:2][S:30]([C:25]2[CH:24]=[CH:23][C:22]3[CH2:21][CH2:20][CH2:29][CH2:28][C:27]=3[CH:26]=2)(=[O:32])=[O:31])[C:4]1=[O:17])#[N:13] |f:0.1|. Procedure details: The title compound is prepared from 3-(3-(S)-amino-2-oxopyrrolidin-1-ylmethyl)benzonitrile hydrochloride as in EXAMPLE 24, Part B, substituting 5,6,7,8-tetrahydronaphthalene-2-sulfonyl chloride for 6-methoxynaphthalene-2-sulfonyl chloride. The crude product is purified by column chromatography eluting with 70% EtOAc/hexanes afford the title compound as a white solid. Starting materials: CS(=O)(=O)c1ccc(-c2cc(C(F)(F)F)nc(S(C)(=O)=O)n2)cc1, CC#N, NCc1ccccc1. Product: CS(=O)(=O)c1ccc(-c2cc(C(F)(F)F)nc(NCc3ccccc3)n2)cc1. Reaction SMILES: [CH3:1][S:2](=[O:3])(=[O:4])[c:5]1[n:6][c:7]([C:21]([F:22])([F:23])[F:24])[cH:8][c:9](-[c:11]2[cH:12][cH:13][c:14]([S:17](=[O:18])(=[O:19])[CH3:20])[cH:15][cH:16]2)[n:10]1.[CH3:33][C:34]#[N:35].[NH2:25][CH2:26][c:27]1[cH:28][cH:29][cH:30][cH:31][cH:32]1>>[c:5]1([NH:25][CH2:26][c:27]2[cH:28][cH:29][cH:30][cH:31][cH:32]2)[n:6][c:7]([C:21]([F:22])([F:23])[F:24])[cH:8][c:9](-[c:11]2[cH:12][cH:13][c:14]([S:17](=[O:18])(=[O:19])[CH3:20])[cH:15][cH:16]2)[n:10]1. Starting materials: Cc1ccc(S(=O)(=O)OCC2Cc3cccc(-c4ccc(F)cc4)c3O2)cc1, Cl, [N-]=[N+]=[N-], [N-]=[N+]=[N-], [N-]=[N+]=NCC1Cc2cccc(-c3ccc(F)cc3)c2O1, [Na+]. The product is NCC1Cc2cccc(-c3ccc(F)cc3)c2O1. Reaction SMILES: [CH3:1][c:2]1[cH:3][cH:4][c:5]([S:6]([O:7][CH2:8][CH:9]2[CH2:10][c:11]3[cH:12][cH:13][cH:14][c:15](-[c:16]4[cH:17][cH:18][c:19]([F:20])[cH:21][cH:22]4)[c:23]3[O:24]2)(=[O:25])=[O:26])[cH:27][cH:28]1.[ClH:56].[N-:30]=[N+:31]=[N-:32].[N-:53]=[N+:54]=[N-:55].[N:33](=[N+:34]=[N-:35])[CH2:36][CH:37]1[O:38][c:39]2[c:40]([cH:42][cH:43][cH:44][c:45]2-[c:46]2[cH:47][cH:48][c:49]([F:52])[cH:50][cH:51]2)[CH2:41]1.[Na+:29]>>[NH2:33][CH2:36][CH:37]1[O:38][c:39]2[c:40]([cH:42][cH:43][cH:44][c:45]2-[c:46]2[cH:47][cH:48][c:49]([F:52])[cH:50][cH:51]2)[CH2:41]1.